This data is from the Open Reaction Database (ORD), a public repository of structured organic reaction records. The task is: describe an organic reaction: reactants, conditions, products, and yield Starting materials: Cl (hydrochloric acid), aqueous saturated solution, [OH-].[Na+] (sodium hydroxide), CC1=C(N=C(O1)C1=CC=CC=C1)COC1=CC=C(CO\N=C(\CCCCC(=O)OCC)/C2=CC=CC=C2)C=C1 (ethyl Z-6-[4-(5-methyl-2-phenyl-4-oxazolylmethoxy)benzyloxyimino]-6-phenylhexanoate), CO (methanol). Run in O1CCCC1 (tetrahydrofuran). Conditions: time 1 hour. The product is CC1=C(N=C(O1)C1=CC=CC=C1)COC1=CC=C(CO\N=C(\CCCCC(=O)O)/C2=CC=CC=C2)C=C1 (Z-6-[4-(5-methyl-2-phenyl-4-oxazolylmethoxy)benzyloxyimino]-6-phenylhexanoic acid). Isolated yield 99.5%. As a reaction SMILES: [OH-].[Na+].[CH3:3][C:4]1[O:8][C:7]([C:9]2[CH:14]=[CH:13][CH:12]=[CH:11][CH:10]=2)=[N:6][C:5]=1[CH2:15][O:16][C:17]1[CH:41]=[CH:40][C:20]([CH2:21][O:22]/[N:23]=[C:24](\[C:34]2[CH:39]=[CH:38][CH:37]=[CH:36][CH:35]=2)/[CH2:25][CH2:26][CH2:27][CH2:28][C:29]([O:31]CC)=[O:30])=[CH:19][CH:18]=1.CO.Cl>O1CCCC1>[CH3:3][C:4]1[O:8][C:7]([C:9]2[CH:10]=[CH:11][CH:12]=[CH:13][CH:14]=2)=[N:6][C:5]=1[CH2:15][O:16][C:17]1[CH:18]=[CH:19][C:20]([CH2:21][O:22]/[N:23]=[C:24](\[C:34]2[CH:39]=[CH:38][CH:37]=[CH:36][CH:35]=2)/[CH2:25][CH2:26][CH2:27][CH2:28][C:29]([OH:31])=[O:30])=[CH:40][CH:41]=1 |f:0.1|. Procedure: A 1N aqueous saturated solution of sodium hydroxide (3 ml) was added to a solution of ethyl Z-6-[4-(5-methyl-2-phenyl-4-oxazolylmethoxy)benzyloxyimino]-6-phenylhexanoate (120 mg) in tetrahydrofuran (6 ml)-methanol (3 ml) and stirred at room temperature for 1 hour. 1N hydrochloric acid (3.3 ml) was added to the reaction mixture and extracted with ethyl acetate. The ethyl acetate layer was washed with an aqueous saturated solution of sodium chloride, dried (MgSO4) and concentrated. The residue was... The reactants are [2H]C1=C(C(=C(C(=C1[2H])N)N)[2H])[2H] (O-phenylenediamine), BrCC(C(=O)O)=O (3-bromopyruvic acid). Run in O1CCCC1 (tetrahydrofuran). Reaction conditions: time 1 hour. Product: BrCC=1C(NC2=CC=CC=C2N1)=O (3-(Bromomethyl)-2(1H)-Quinoxalinone). Reaction SMILES: [2H][C:2]1[C:7]([2H])=[C:6]([NH2:9])[C:5]([NH2:10])=[C:4]([2H])[C:3]=1[2H].[Br:13][CH2:14][C:15](=O)[C:16](O)=[O:17]>O1CCCC1>[Br:13][CH2:14][C:15]1[C:16](=[O:17])[NH:10][C:5]2[C:6]([N:9]=1)=[CH:7][CH:2]=[CH:3][CH:4]=2. Procedure: O-phenylenediamine (1.0 g., 0.0092 mol.) was dissolved in tetrahydrofuran (50 ml.) and 3-bromopyruvic acid (1.7 g., 0.0102 mol.) added. The reaction mixture was stirred at room temperature for one hour, during which time the product precipitated as a yellow solid. The product was collected by filtration and crystallized from methylene chloride. (0.91 g., m.p. 221°-223° (dec.) 41%) Reactants: C(C)(C)(C)C=1C(=C(C=C(C1)C=1C(=NC(=CC1)OC)OC)/C=C/C1=C(C=C(C=C1)NS(=O)(=O)C)COC)OC (N-(4-{(E)-2-[3-tert-butyl-5-(2,6-dimethoxy-pyridin-3-yl)-2-methoxy-phenyl]-vinyl}-3-methoxymethyl-phenyl) methanesulfonamide), Br (HBr), C(=O)(O)[O-].[Na+] (NaHCO3). Run in CC(=O)O (HOAc). Product: BrCC=1C=C(C=CC1\C=C\C1=C(C(=CC(=C1)C=1C(NC(=CC1)OC)=O)C(C)(C)C)OC)NS(=O)(=O)C (N-(3-bromomethyl-4-{(E)-2-[3-tert-butyl-2-methoxy-5-(6-methoxy-2-oxo-1,2-dihydro-pyridin-3-yl)-phenyl]-vinyl}-phenyl)-methanesulfonamide). The yield is 83.7%. Reaction SMILES: [C:1]([C:5]1[C:6]([O:37][CH3:38])=[C:7](/[CH:21]=[CH:22]/[C:23]2[CH:28]=[CH:27][C:26]([NH:29][S:30]([CH3:33])(=[O:32])=[O:31])=[CH:25][C:24]=2[CH2:34]OC)[CH:8]=[C:9]([C:11]2[C:12]([O:19]C)=[N:13][C:14]([O:17][CH3:18])=[CH:15][CH:16]=2)[CH:10]=1)([CH3:4])([CH3:3])[CH3:2].[BrH:39].C([O-])(O)=O.[Na+]>CC(O)=O>[Br:39][CH2:34][C:24]1[CH:25]=[C:26]([NH:29][S:30]([CH3:33])(=[O:31])=[O:32])[CH:27]=[CH:28][C:23]=1/[CH:22]=[CH:21]/[C:7]1[CH:8]=[C:9]([C:11]2[C:12](=[O:19])[NH:13][C:14]([O:17][CH3:18])=[CH:15][CH:16]=2)[CH:10]=[C:5]([C:1]([CH3:4])([CH3:2])[CH3:3])[C:6]=1[O:37][CH3:38] |f:2.3|. Reported procedure: step 2—A solution of 322 (104 mg, 0.193 mmol), HBr 48% (0.100 mL, 0.871 mmol) in HOAc (4 mL) was heated at 75° C. for 4 h in a sealed tube. The reaction mixture was carefully poured into a mixture of saturated NaHCO3 and ice, extracted with EtOAc, dried (Na2SO4), filtered and concentrated to afford 93 mg (84%) of N-(3-bromomethyl-4-{(E)-2-[3-tert-butyl-2-methoxy-5-(6-methoxy-2-oxo-1,2-dihydro-pyridin-3-yl)-phenyl]-vinyl}-phenyl)-methanesulfonamide (324) as a purple oil. Starting materials: CN (monomethylamine), O=C1C=CCCC2=C1C=CC=C2 (5-oxo-8,9-dihydro [5H] benzocycloheptene). The solvent is C1=CC=CC=C1 (benzene), C(C)O (ethanol). Reaction conditions: time 0.5 hour. Product: CNC1CC(C2=C(CC1)C=CC=C2)=O (7-methylamino-5-oxo-6,7,8,9-tetrahydro [5H] benzocycloheptene). Isolated yield 99.3%. RXN SMILES: [CH3:1][NH2:2].[O:3]=[C:4]1[C:10]2[CH:11]=[CH:12][CH:13]=[CH:14][C:9]=2[CH2:8][CH2:7][CH:6]=[CH:5]1>C1C=CC=CC=1.C(O)C>[CH3:1][NH:2][CH:6]1[CH2:7][CH2:8][C:9]2[CH:14]=[CH:13][CH:12]=[CH:11][C:10]=2[C:4](=[O:3])[CH2:5]1. Procedure details: A solution of 22.7 g of monomethylamine in 160 ml of benzene was added to a solution of 40 g of 5-oxo-8,9-dihydro [5H] benzocycloheptene in 400 ml of ethanol and the mixture was stirred for 2 1/2 hours and was evaporated to dryness to obtain 47.5 g of 7-methylamino-5-oxo-6,7,8,9-tetrahydro [5H] benzocycloheptene which was used as is for the next step. Reactants: C(CCC)C1=NC2=C(N1CC1=CC=C(C=C1)C=1C(=CC=CC1)C(=O)OC(C)(C)C)C=C(C=C2)NCCCCC (tert.butyl 4'-[(2-n-butyl-6-(n-pentylamino)-benzimidazol-1-yl)-methyl]biphenyl-2-carboxylate), FC(C(=O)O)(F)F.C(Cl)Cl (trifluoroacetic acid methylene chloride). Yields the product C(CCC)C1=NC2=C(N1CC1=CC=C(C=C1)C=1C(=CC=CC1)C(=O)O)C=C(C=C2)NCCCCC (4'-[(2-n-Butyl-6-(n-pentylamino)-benzimidazol-1-yl)-methyl]biphenyl-2-carboxylic acid). Reaction SMILES: [CH2:1]([C:5]1[N:9]([CH2:10][C:11]2[CH:16]=[CH:15][C:14]([C:17]3[C:18]([C:23]([O:25]C(C)(C)C)=[O:24])=[CH:19][CH:20]=[CH:21][CH:22]=3)=[CH:13][CH:12]=2)[C:8]2[CH:30]=[C:31]([NH:34][CH2:35][CH2:36][CH2:37][CH2:38][CH3:39])[CH:32]=[CH:33][C:7]=2[N:6]=1)[CH2:2][CH2:3][CH3:4].FC(F)(F)C(O)=O.C(Cl)Cl>>[CH2:1]([C:5]1[N:9]([CH2:10][C:11]2[CH:12]=[CH:13][C:14]([C:17]3[C:18]([C:23]([OH:25])=[O:24])=[CH:19][CH:20]=[CH:21][CH:22]=3)=[CH:15][CH:16]=2)[C:8]2[CH:30]=[C:31]([NH:34][CH2:35][CH2:36][CH2:37][CH2:38][CH3:39])[CH:32]=[CH:33][C:7]=2[N:6]=1)[CH2:2][CH2:3][CH3:4] |f:1.2|. Reported procedure: Prepared in analogous manner to Example 9 from tert.butyl 4'-[(2-n-butyl-6-(n-pentylamino)-benzimidazol-1-yl)-methyl]biphenyl-2-carboxylate and trifluoroacetic acid/methylene chloride.